This data is from the Open Reaction Database (ORD), a public repository of structured organic reaction records. The task is: describe an organic reaction: reactants, conditions, products, and yield The reactants are CCOC(=O)c1nc2ccc(F)cc2c(=O)[nH]1, O=P(Cl)(Cl)Cl. Product: CCOC(=O)c1nc(Cl)c2cc(F)ccc2n1. As a reaction SMILES: [F:1][c:2]1[cH:3][c:4]2[c:5](=[O:17])[nH:6][c:7]([C:12](=[O:13])[O:14][CH2:15][CH3:16])[n:8][c:9]2[cH:10][cH:11]1.[P:18]([Cl:19])([Cl:20])([Cl:21])=[O:22]>>[F:1][c:2]1[cH:3][c:4]2[c:5]([Cl:20])[n:6][c:7]([C:12](=[O:13])[O:14][CH2:15][CH3:16])[n:8][c:9]2[cH:10][cH:11]1. Yields the product C(C)(C)(C)OC(=O)N1C(C2(C(N(C(CC2C2=CC(=CC=C2)Cl)=O)CC(=O)OC)C2=C(C=CC=C2)C)C2=CC=C(C=C12)Cl)=O (6-chloro-4′-(3-chlorophenyl)-2,3-dihydro-1′-[(methoxycarbonyl)-methyl]-2′-(2-methylphenyl)-2,6′-dioxospiro[indole-3,3′-piperidine]-1-carboxylic acid tert-butyl ester). The reactants are C(C)(C)(C)OC(=O)N1C(C2(C(NC(CC2C2=CC(=CC=C2)Cl)=O)C2=C(C=CC=C2)C)C2=CC=C(C=C12)Cl)=O (racemic (2′R,3R,4′S)-6-chloro-4′-(3-chlorophenyl)-2,3-dihydro-2′-(2-methylphenyl)-2,6′-dioxospiro[indole-3,3′-piperidine]-1-carboxylic acid tert-butyl ester), [H-].[Li+] (LiH), BrCC(=O)OC (methyl bromoacetate). The yield is 31.9%. Procedure details: In a manner similar to the method described in example 24c, racemic (2′R,3R,4′S)-6-chloro-4′-(3-chlorophenyl)-2,3-dihydro-2′-(2-methylphenyl)-2,6′-dioxospiro[indole-3,3′-piperidine]-1-carboxylic acid tert-butyl ester (1.02 g, 1.86 mmol) prepared in example 24b was reacted with LiH (86 mg, 10.9 mmol) (Aldrich) and methyl bromoacetate (0.57 g, 3.72 mmol) (Aldrich) to give racemic 2′R,3R,4′S)-6-chloro-4′-(3-chlorophenyl)-2,3-dihydro-1′-[(methoxycarbonyl)-methyl]-2′-(2-methylphenyl)-2,6′-dioxospiro[... RXN SMILES: [C:1]([O:5][C:6]([N:8]1[C:36]2[C:31](=[CH:32][CH:33]=[C:34]([Cl:37])[CH:35]=2)[C:10]2([CH:15]([C:16]3[CH:21]=[CH:20][CH:19]=[C:18]([Cl:22])[CH:17]=3)[CH2:14][C:13](=[O:23])[NH:12][CH:11]2[C:24]2[CH:29]=[CH:28][CH:27]=[CH:26][C:25]=2[CH3:30])[C:9]1=[O:38])=[O:7])([CH3:4])([CH3:3])[CH3:2].[H-].[Li+].Br[CH2:42][C:43]([O:45][CH3:46])=[O:44]>>[C:1]([O:5][C:6]([N:8]1[C:36]2[C:31](=[CH:32][CH:33]=[C:34]([Cl:37])[CH:35]=2)[C:10]2([CH:15]([C:16]3[CH:21]=[CH:20][CH:19]=[C:18]([Cl:22])[CH:17]=3)[CH2:14][C:13](=[O:23])[N:12]([CH2:42][C:43]([O:45][CH3:46])=[O:44])[CH:11]2[C:24]2[CH:29]=[CH:28][CH:27]=[CH:26][C:25]=2[CH3:30])[C:9]1=[O:38])=[O:7])([CH3:4])([CH3:2])[CH3:3] |f:1.2|. Product: CCOC(=O)C(=NOC1(C)CCCCCC1)C(C)=O. Reaction SMILES: [Ag+:35].[Br:12][C:13]1([CH3:20])[CH2:14][CH2:15][CH2:16][CH2:17][CH2:18][CH2:19]1.[F:27][C:28]([F:29])([F:30])[S:31]([O-:32])(=[O:33])=[O:34].[O:21]1[CH2:22][CH2:23][O:24][CH2:25][CH2:26]1.[OH:1][N:2]=[C:3]([C:4](=[O:5])[O:6][CH2:7][CH3:8])[C:9]([CH3:10])=[O:11]>>[O:1]([N:2]=[C:3]([C:4](=[O:5])[O:6][CH2:7][CH3:8])[C:9]([CH3:10])=[O:11])[C:13]1([CH3:20])[CH2:14][CH2:15][CH2:16][CH2:17][CH2:18][CH2:19]1. Starting materials: [Ag+], CC1(Br)CCCCCC1, O=S(=O)([O-])C(F)(F)F, C1COCCO1, CCOC(=O)C(=NO)C(C)=O. Reactants: C1(CCCC1)C1=CC=CC(=N1)CN1N=C(C2=C(C=CC=C12)[N+](=O)[O-])C (1-((6-cyclopentylpyridin-2-yl)methyl)-3-methyl-4-nitro-1H-indazole). Reagents/catalysts: [OH-].[OH-].[Pd+2] (Pd(OH)2). The solvent is CO (methanol). Reaction conditions: time 2 hour. Yields the product C1(CCCC1)C1=CC=CC(=N1)CN1N=C(C=2C(=CC=CC12)N)C (1-((6-cyclopentylpyridin-2-yl)methyl)-3-methyl-1H-indazol-4-amine). As a reaction SMILES: [CH:1]1([C:6]2[N:11]=[C:10]([CH2:12][N:13]3[C:21]4[C:16](=[C:17]([N+:22]([O-])=O)[CH:18]=[CH:19][CH:20]=4)[C:15]([CH3:25])=[N:14]3)[CH:9]=[CH:8][CH:7]=2)[CH2:5][CH2:4][CH2:3][CH2:2]1>CO.[OH-].[OH-].[Pd+2]>[CH:1]1([C:6]2[N:11]=[C:10]([CH2:12][N:13]3[C:21]4[CH:20]=[CH:19][CH:18]=[C:17]([NH2:22])[C:16]=4[C:15]([CH3:25])=[N:14]3)[CH:9]=[CH:8][CH:7]=2)[CH2:2][CH2:3][CH2:4][CH2:5]1 |f:2.3.4|. Procedure details: 1-((6-cyclopentylpyridin-2-yl)methyl)-3-methyl-4-nitro-1H-indazole (0.470 g, 1.40 mmol) was dissolved in 14 mL of methanol. To this solution was added 20% Pd(OH)2 (0.470 g, 50% water content) and the reaction mixture was stirred under a hydrogen balloon for 2 hours. This mixture was filtered through GF/F filter paper and the filtrate was concentrated to 0.340 g (79%) of the title compound. Reactants: CCOC(=O)C(N)Cc1ccc(O)cc1, CCOC(C)=O, CC(NC(=O)Cc1cccc([N+](=O)[O-])c1)C(=O)O. The product is CCOC(=O)C(Cc1ccc(O)cc1)NC(=O)C(C)NC(=O)Cc1cccc([N+](=O)[O-])c1. Reaction SMILES: [CH2:19]([CH3:20])[O:21][C:22]([CH:23]([NH2:24])[CH2:25][c:26]1[cH:27][cH:28][c:29]([OH:32])[cH:30][cH:31]1)=[O:33].[CH3:34][CH2:35][O:36][C:37]([CH3:38])=[O:39].[N+:1](=[O:2])([O-:3])[c:4]1[cH:5][c:6]([CH2:10][C:11](=[O:12])[NH:13][CH:14]([CH3:15])[C:16](=[O:17])[OH:18])[cH:7][cH:8][cH:9]1>>[N+:1](=[O:2])([O-:3])[c:4]1[cH:5][c:6]([CH2:10][C:11](=[O:12])[NH:13][CH:14]([CH3:15])[C:16](=[O:18])[NH:24][CH:23]([C:22]([O:21][CH2:19][CH3:20])=[O:33])[CH2:25][c:26]2[cH:27][cH:28][c:29]([OH:32])[cH:30][cH:31]2)[cH:7][cH:8][cH:9]1. Reactants: (4R)-4-[N-[2,5-dichlororophenyl][(4-chlorophenyl)sulfonyl]amino]pentyl-sulfonyl chloride, ClC=1C=CC(=C(C1)N([C@@H](CCCS(=O)(=O)O)C)S(=O)(=O)C1=CC=C(C=C1)Cl)F ((4R)-4-[N-[5-chloro-2-fluorophenyl][(4-chlorophenyl)sulfonyl]amino]-pentylsulfonic acid), P(Cl)(Cl)(Cl)(Cl)Cl (phosphorus pentachloride). Yields the product ClC=1C=CC(=C(C1)N([C@@H](CCCS(=O)(=O)Cl)C)S(=O)(=O)C1=CC=C(C=C1)Cl)F ((4R)-4-[N-[5-chloro-2-fluorophenyl][(4-chlorophenyl)sulfonyl]amino]pentylsulfonyl chloride). Isolated yield 81.0%. Reaction SMILES: [Cl:1][C:2]1[CH:3]=[CH:4][C:5]([F:28])=[C:6]([N:8]([S:18]([C:21]2[CH:26]=[CH:25][C:24]([Cl:27])=[CH:23][CH:22]=2)(=[O:20])=[O:19])[C@H:9]([CH3:17])[CH2:10][CH2:11][CH2:12][S:13](O)(=[O:15])=[O:14])[CH:7]=1.P(Cl)(Cl)(Cl)(Cl)[Cl:30]>>[Cl:1][C:2]1[CH:3]=[CH:4][C:5]([F:28])=[C:6]([N:8]([S:18]([C:21]2[CH:26]=[CH:25][C:24]([Cl:27])=[CH:23][CH:22]=2)(=[O:20])=[O:19])[C@H:9]([CH3:17])[CH2:10][CH2:11][CH2:12][S:13]([Cl:30])(=[O:15])=[O:14])[CH:7]=1. Reported procedure: (4R)-4-[N-[5-chloro-2-fluorophenyl][(4-chlorophenyl)sulfonyl]amino]pentylsulfonyl chloride was prepared analogous to (4R)-4-[N-[2,5-dichlororophenyl][(4-chlorophenyl)sulfonyl]amino]pentyl-sulfonyl chloride by reacting (4R)-4-[N-[5-chloro-2-fluorophenyl][(4-chlorophenyl)sulfonyl]amino]-pentylsulfonic acid with phosphorus pentachloride: Yield=81%; MS (ESI) 489 (+1).